Dataset: the Open Reaction Database (ORD), a public repository of structured organic reaction records. Task: describe an organic reaction: reactants, conditions, products, and yield As a reaction SMILES: [CH2:31]([Cl:32])[Cl:33].[CH3:14][CH2:15][O:16][CH2:17][CH3:18].[CH3:34][CH2:35][CH2:36][CH2:37][CH2:38][CH3:39].[Cl:21][c:22]1[c:23]([CH:24]=[O:25])[cH:26][cH:27][c:28]([Cl:30])[cH:29]1.[IH:1].[NH2:2][NH:3][C:4](=[NH:5])[NH:6][CH2:7][c:8]1[cH:9][cH:10][cH:11][cH:12][cH:13]1.[Na+:20].[OH-:19]>>[N:2]([NH:3][C:4](=[NH:5])[NH:6][CH2:7][c:8]1[cH:9][cH:10][cH:11][cH:12][cH:13]1)=[CH:24][c:23]1[c:22]([Cl:21])[cH:29][c:28]([Cl:30])[cH:27][cH:26]1. The product is N=C(NCc1ccccc1)NN=Cc1ccc(Cl)cc1Cl. Starting materials: ClCCl, CCOCC, CCCCCC, O=Cc1ccc(Cl)cc1Cl, I, N=C(NN)NCc1ccccc1, [Na+], [OH-].